From a dataset of the Open Reaction Database (ORD), a public repository of structured organic reaction records. describe an organic reaction: reactants, conditions, products, and yield Reactants: C, COC(=O)c1cccc(-c2ccc(OC)c(OCc3ccccc3)c2)n1, [Pd]. Yields the product COC(=O)c1cccc(-c2ccc(OC)c(O)c2)n1. RXN SMILES: [C:27].[CH2:1]([c:2]1[cH:3][cH:4][cH:5][cH:6][cH:7]1)[O:8][c:9]1[cH:10][c:11](-[c:17]2[cH:18][cH:19][cH:20][c:21]([C:23](=[O:24])[O:25][CH3:26])[n:22]2)[cH:12][cH:13][c:14]1[O:15][CH3:16].[Pd:28]>>[OH:8][c:9]1[cH:10][c:11](-[c:17]2[cH:18][cH:19][cH:20][c:21]([C:23](=[O:24])[O:25][CH3:26])[n:22]2)[cH:12][cH:13][c:14]1[O:15][CH3:16]. Solvent: C1CCOC1 (THF), C1CCOC1 (THF). RXN SMILES: [S:1]1[CH:5]=[CH:4][CH:3]=[C:2]1[CH2:6][CH2:7][C:8](O)=[O:9].CO.CCOCC.C(OCC)(=O)C>C1COCC1>[S:1]1[CH:5]=[CH:4][CH:3]=[C:2]1[CH2:6][CH2:7][CH2:8][OH:9]. Conditions: time 8 hour. Product: S1C(=CC=C1)CCCO (3-(thiophen-2-yl)propan-1-ol). The reactants are CCOCC (ether), S1C(=CC=C1)CCC(=O)O (3-(thiophen-2-yl)propanoic acid), CO (Methanol), CO (methanol), C(C)(=O)OCC (ethyl acetate). Procedure: A solution of borane tetrahydrofuran complex (13.03 ml, 13.03 mmol) was added to THF (29.6 ml). 3-(thiophen-2-yl)propanoic acid (0.100 g, 0.640 mmol) was dissolved in THF (5 mL) and added slowly to the reaction. The solution was stirred overnight. Methanol was added and then the solution was rotovapped. More methanol was added and the solution was rotovapped. This was repeated once. The solution was passed through a pad of silica gel eluting with ether and then ethyl acetate and then rotovapped ... Yield: 901.6%. Starting materials: CCCc1c(SCCCBr)ccc(C(C)=O)c1O, CCCc1c(O)ccc(C(C)=O)c1OCCCC(=O)OCC, O=C([O-])[O-], CC(C)=O, [I-], [K+], [K+], [K+]. Yields the product CCCc1c(SCCCOc2ccc(C(C)=O)c(OCCCC(=O)OCC)c2CCC)ccc(C(C)=O)c1O. As a reaction SMILES: [Br:31][CH2:32][CH2:33][CH2:34][S:35][c:36]1[c:37]([CH2:46][CH2:47][CH3:48])[c:38]([OH:45])[c:39]([C:42]([CH3:43])=[O:44])[cH:40][cH:41]1.[C:1]([CH3:2])(=[O:3])[c:4]1[cH:5][cH:6][c:7]([OH:22])[c:8]([CH2:19][CH2:20][CH3:21])[c:9]1[O:10][CH2:11][CH2:12][CH2:13][C:14](=[O:15])[O:16][CH2:17][CH3:18].[C:25](=[O:26])([O-:27])[O-:28].[CH3:49][C:50](=[O:51])[CH3:52].[I-:24].[K+:23].[K+:29].[K+:30]>>[C:1]([CH3:2])(=[O:3])[c:4]1[cH:5][cH:6][c:7]([O:22][CH2:32][CH2:33][CH2:34][S:35][c:36]2[c:37]([CH2:46][CH2:47][CH3:48])[c:38]([OH:45])[c:39]([C:42]([CH3:43])=[O:44])[cH:40][cH:41]2)[c:8]([CH2:19][CH2:20][CH3:21])[c:9]1[O:10][CH2:11][CH2:12][CH2:13][C:14](=[O:15])[O:16][CH2:17][CH3:18]. Reactants: ClC1=CC=C(C=C1)C=1C(=NC=CN1)N1CCNCC1 (3′-(4-chlorophenyl)-3,4,5,6-tetrahydro-2H-[1,2′]bipyrazinyl), CC1=NN(C(=C1C=O)C)C1=CC=CC=C1 (3,5-dimethyl-1-phenyl 1H-pyrazole-4-carbaldehyde), C(C)(=O)O (acetic acid), C(C)(=O)O[BH-](OC(C)=O)OC(C)=O.[Na+] (sodium triacetoxy-borohydride), [Cl-].[NH4+] (ammonium chloride). Solvent: ClCCCl (DCE). Reaction conditions: time 8 hour. Yields the product Cl.ClC1=CC=C(C=C1)C=1C(=NC=CN1)N1CCN(CC1)CC=1C(=NN(C1C)C1=CC=CC=C1)C (3′-(4-Chlorophenyl)-4-(3,5-dimethyl-1-phenyl-1H-pyrazol-4-ylmethyl)-3,4,5,6-tetrahydro-2H-[1,2′]bipyrazine hydrochloride). Yield: 64.3%. RXN SMILES: [Cl:1][C:2]1[CH:7]=[CH:6][C:5]([C:8]2[C:9]([N:14]3[CH2:19][CH2:18][NH:17][CH2:16][CH2:15]3)=[N:10][CH:11]=[CH:12][N:13]=2)=[CH:4][CH:3]=1.[CH3:20][C:21]1[C:25]([CH:26]=O)=[C:24]([CH3:28])[N:23]([C:29]2[CH:34]=[CH:33][CH:32]=[CH:31][CH:30]=2)[N:22]=1.C(O)(=O)C.C(O[BH-](OC(=O)C)OC(=O)C)(=O)C.[Na+].[Cl-].[NH4+]>ClCCCl>[ClH:1].[Cl:1][C:2]1[CH:7]=[CH:6][C:5]([C:8]2[C:9]([N:14]3[CH2:15][CH2:16][N:17]([CH2:26][C:25]4[C:21]([CH3:20])=[N:22][N:23]([C:29]5[CH:34]=[CH:33][CH:32]=[CH:31][CH:30]=5)[C:24]=4[CH3:28])[CH2:18][CH2:19]3)=[N:10][CH:11]=[CH:12][N:13]=2)=[CH:4][CH:3]=1 |f:3.4,5.6,8.9|. Procedure details: Couple 3′-(4-chlorophenyl)-3,4,5,6-tetrahydro-2H-[1,2′]bipyrazinyl (0.103 g, 0.400 mmol) and 3,5-dimethyl-1-phenyl 1H-pyrazole-4-carbaldehyde (0.083 g, 0.679 mmol) in the presence of acetic acid (0.035 mL, 0.61 mmol) and sodium triacetoxy-borohydride (0.105 g, 0.491 mmol) in DCE (5 mL) for 44 hr. Purify by silica gel chromatography, eluting with 0:100 to 10:90 methanol:DCM. Dissolve the free base in methanol and add ammonium chloride (6.0 mg, 0.2 mmol). Stir overnight, concentrate under reduced ... Reactants: BrCC(=O)N1C(CN(CC1)C(C1=CC(=CC(=C1)C)C)=O)C1=CC(=C(C=C1)Cl)Cl ((+,-)-bromoacetyl-2-(3,4-dichlorophenyl)-4-(3,5-dimethylbenzoyl)piperazine), Cl.O1CCOCC1 (HCl dioxane), [OH-].[Na+] (NaOH). Solvent: C(Cl)Cl (CH2Cl2), O (H2O). Reaction conditions: time 4 hour. Product: C(C1=CC=CC=C1)N1CC(C(CC1)=O)C (1-benzyl-3-methyl-4-piperidone), solid. Yield: 95.0%. Reaction SMILES: BrCC(N1C[CH2:9][N:8]([C:11](=O)[C:12]2[CH:17]=[C:16](C)[CH:15]=[C:14](C)[CH:13]=2)[CH2:7][CH:6]1[C:21]1[CH:26]=[CH:25]C(Cl)=C(Cl)C=1)=O.Cl.[O:30]1CCOCC1.[OH-].[Na+]>C(Cl)Cl.O>[CH2:11]([N:8]1[CH2:7][CH2:6][C:21](=[O:30])[CH:26]([CH3:25])[CH2:9]1)[C:12]1[CH:13]=[CH:14][CH:15]=[CH:16][CH:17]=1 |f:1.2,3.4|. Procedure details: To a solution of compound 3 (Ar2 =3,4-dichlorophenyl) (16 g, 28.49 mmol) in CH2Cl2 (142.5 mL) at 0° C. was added 4N HCl-dioxane solution (71.24 mL, 284.9 mmol) through a dropping funnel. The reaction was gradually warmed up to RT and stirred for 4 h. After completion the solvents were evaporated to give a light yellow solid which was dissolved in H2O (400 mL) and brought to pH 10 with 1N NaOH. The product was extracted from basic aqueous solution with CH2Cl2 (200 mL, 4×), dried over MgSO4, filte... Reported procedure: Ethyl-4-({[4-(2-butynyloxy)phenyl]sulfonyl}methyl)-1-(4-{[(3 chloroanilino)carbonyl]oxy}-2-butynyl)-4-piperidinecarboxylate was prepared according to the general method as outlined in Example 37 (step 1). Starting from 4-[[[4-(2-Butynyloxy)phenyl]sulfonyl]methyl]-4-piperidinecarboxylic acid ethyl ester (0.291 g,0.7 mmol) and 4-chloro-2-butynyl-(3-chlorophenyl)carbamate (0.19 g, 0.735), 0.27 g (64%) of the desired product was isolated as pale yellow oil. Electrospray Mass Spec: 601.3 (M+H)+ As a reaction SMILES: [CH2:1]([O:3][C:4]([C:6]1([CH2:12][S:13]([C:16]2[CH:21]=[CH:20][C:19]([O:22][CH2:23][C:24]#[C:25][CH3:26])=[CH:18][CH:17]=2)(=[O:15])=[O:14])[CH2:11][CH2:10][NH:9][CH2:8][CH2:7]1)=[O:5])[CH3:2].ClCC#CC[N:32]([C:36]1[CH:41]=[CH:40][CH:39]=[C:38]([Cl:42])[CH:37]=1)[C:33](=[O:35])[O-:34]>>[CH2:1]([O:3][C:4]([C:6]1([CH2:12][S:13]([C:16]2[CH:17]=[CH:18][C:19]([O:22][CH2:23][C:24]#[C:25][CH3:26])=[CH:20][CH:21]=2)(=[O:15])=[O:14])[CH2:7][CH2:8][N:9]([CH2:4][C:6]#[C:7][CH2:8][O:34][C:33]([NH:32][C:36]2[CH:41]=[CH:40][CH:39]=[C:38]([Cl:42])[CH:37]=2)=[O:35])[CH2:10][CH2:11]1)=[O:5])[CH3:2]. Reactants: C(C)OC(=O)C1(CCNCC1)CS(=O)(=O)C1=CC=C(C=C1)OCC#CC (4-[[[4-(2-Butynyloxy)phenyl]sulfonyl]methyl]-4-piperidinecarboxylic acid ethyl ester), ClCC#CCN(C([O-])=O)C1=CC(=CC=C1)Cl (4-chloro-2-butynyl-(3-chlorophenyl)carbamate). The yield is 128.3%. The product is C(C)OC(=O)C1(CCN(CC1)CC#CCOC(=O)NC1=CC(=CC=C1)Cl)CS(=O)(=O)C1=CC=C(C=C1)OCC#CC (Ethyl-4-({[4-(2-butynyloxy)phenyl]sulfonyl}methyl)-1-(4-{[(3-chloroanilino)carbonyl]oxy}-2-butynyl)-4-piperidinecarboxylate). Reactants: COC(=O)c1ccc(OCC2CC(O)CN2C(=O)OC(C)(C)C)cc1, ClC(Cl)(Cl)Cl, ClC(Cl)Cl, c1ccc(P(c2ccccc2)c2ccccc2)cc1. Yields the product COC(=O)c1ccc(OCC2CC(Cl)CN2C(=O)OC(C)(C)C)cc1. RXN SMILES: [C:1]([CH3:2])([CH3:3])([CH3:4])[O:5][C:6](=[O:7])[N:8]1[CH:9]([CH2:14][O:15][c:16]2[cH:17][cH:18][c:19]([C:20](=[O:21])[O:22][CH3:23])[cH:24][cH:25]2)[CH2:10][CH:11]([OH:13])[CH2:12]1.[Cl:45][C:46]([Cl:47])([Cl:48])[Cl:49].[Cl:50][CH:51]([Cl:52])[Cl:53].[c:26]1([P:27]([c:28]2[cH:29][cH:30][cH:31][cH:32][cH:33]2)[c:34]2[cH:35][cH:36][cH:37][cH:38][cH:39]2)[cH:40][cH:41][cH:42][cH:43][cH:44]1>>[C:1]([CH3:2])([CH3:3])([CH3:4])[O:5][C:6](=[O:7])[N:8]1[CH:9]([CH2:14][O:15][c:16]2[cH:17][cH:18][c:19]([C:20](=[O:21])[O:22][CH3:23])[cH:24][cH:25]2)[CH2:10][CH:11]([Cl:45])[CH2:12]1.